Dataset: the Open Reaction Database (ORD), a public repository of structured organic reaction records. Task: describe an organic reaction: reactants, conditions, products, and yield The reactants are C[C@H]([C@H](C1=CC=CC=C1)O)N(C)C ((1S,2R)-(+)-N-methylephedrine), [H-].[Al+3].[Li+].[H-].[H-].[H-] (lithium aluminum hydride), C(C)(C)C=1C(=C(C(=C(C1)C(C)C)CC)C1=CC=C(C=C1)F)C(C)=O (3,5Diisopropyl-2-(1-oxoethyl)-6-ethyl-4′-fluoro-1,1′-biphenyl). Solvent: C(C)OCC (diethyl ether), C(C)OCC (diethyl ether). Conditions: time 2 hour. Product: C(C)(C)C=1C(=C(C(=C(C1)C(C)C)CC)C1=CC=C(C=C1)F)C(C)O ((+)-3,5-Diisopropyl-2-(1-hydroxyethyl)-6-ethyl-4′-fluoro-1,1′-biphenyl). Yield: 87.7%. RXN SMILES: C[C@@H](N(C)C)[C@@H](O)C1C=CC=CC=1.[H-].[Al+3].[Li+].[H-].[H-].[H-].[CH:20]([C:23]1[C:24]([C:41](=[O:43])[CH3:42])=[C:25]([C:34]2[CH:39]=[CH:38][C:37]([F:40])=[CH:36][CH:35]=2)[C:26]([CH2:32][CH3:33])=[C:27]([CH:29]([CH3:31])[CH3:30])[CH:28]=1)([CH3:22])[CH3:21]>C(OCC)C>[CH:20]([C:23]1[C:24]([CH:41]([OH:43])[CH3:42])=[C:25]([C:34]2[CH:35]=[CH:36][C:37]([F:40])=[CH:38][CH:39]=2)[C:26]([CH2:32][CH3:33])=[C:27]([CH:29]([CH3:31])[CH3:30])[CH:28]=1)([CH3:21])[CH3:22] |f:1.2.3.4.5.6|. Procedure details: To a solution of (1S,2R)-(+)-N-methylephedrine (6.29 g, 35.1 mol) in diethyl ether (45 mL) was added lithium aluminum hydride (1M/diethyl ether, 1.5 eq., 35 mL) dropwise at 0° C. under argon. The reaction was refluxed for 1.5 h. turning from a clear solution to a white milky solution. The reaction was cooled to room temperature and then −78° C. The intermediate obtained in Step J (6.64 g, 20.3 mmol) was dissolved in 60 mL of dry diethyl ether for a dropwise addition to the reaction mixture (˜2 m... Starting materials: BrCC=C(C)C (4-bromo-2-methyl-2-butene), N1N=C(C2=CC=CC=C12)C(=O)C1=CC(=CC=C1)OC (1H-indazol-3-yl(3-methoxyphenyl)methanone), [H-].[Na+] (Sodium hydride), [H][H] (hydrogen), [Cl-].[Li+] (lithium chloride). The solvent is O (water), C(C)(=O)OCC (ethyl acetate), CN(C)C=O (DMF). Yields the product OC=1C=C(C=CC1)C(=O)C1=NN(C2=CC=CC=C12)CC=C(C)C ((3-hydroxyphenyl)[1-(3-methylbut-2-enyl)-1H-indazol-3-yl]methanone). The yield is 27.1%. As a reaction SMILES: [NH:1]1[C:9]2[C:4](=[CH:5][CH:6]=[CH:7][CH:8]=2)[C:3]([C:10]([C:12]2[CH:17]=[CH:16][CH:15]=[C:14]([O:18]C)[CH:13]=2)=[O:11])=[N:2]1.[H-].[Na+].[H][H].Br[CH2:25][CH:26]=[C:27]([CH3:29])[CH3:28].[Cl-].[Li+]>CN(C=O)C.O.C(OCC)(=O)C>[OH:18][C:14]1[CH:13]=[C:12]([C:10]([C:3]2[C:4]3[C:9](=[CH:8][CH:7]=[CH:6][CH:5]=3)[N:1]([CH2:25][CH:26]=[C:27]([CH3:29])[CH3:28])[N:2]=2)=[O:11])[CH:17]=[CH:16][CH:15]=1 |f:1.2,5.6|. Reported procedure: (1H-Indazole-3-yl)-(3-methoxyphenyl) methanone (0.406 g, 1.6 mmol, example 14 step A) was dissolved in DMF (5 mL) at room temperature. Sodium hydride 95% (0.045 g, 1.9 mmol) was added. When the evolution of hydrogen had stopped, 4-bromo-2-methyl-2-butene (0.371 mL, 3.2 mmol) was added. After the reaction stirred for several minutes, lithium chloride (3.41 g, 80.4 mmol) was added directly to the reaction mixture. The temperature was elevated to 160° C., and stirred for several days. The reaction ... Reactants: C(C1=CC=CC=C1)OC=1C(=CC(=C(C=O)C1)C1=NOC(=N1)C)OC (5-benzyloxy-4-methoxy-2-(5-methyl-[1,2,4]oxadiazol-3-yl)benzaldehyde), C1(=CC=CC=C1)[Mg]Br (phenylmagnesium bromide), [Cl-].[NH4+] (ammonium chloride), Cl (hydrochloric acid). Run in O1CCCC1 (tetrahydrofuran), C(C)(=O)OCC (ethyl acetate). Reaction conditions: time 30 minute. The product is C(C1=CC=CC=C1)OC=1C(=CC(=C(C1)C(O)C1=CC=CC=C1)C1=NOC(=N1)C)OC ([5-Benzyloxy-4-methoxy-2-(5-methyl-[1,2,4]oxadiazol-3-yl)phenyl]phenylmethanol). Reaction SMILES: [CH2:1]([O:8][C:9]1[C:10]([O:23][CH3:24])=[CH:11][C:12]([C:17]2[N:21]=[C:20]([CH3:22])[O:19][N:18]=2)=[C:13]([CH:16]=1)[CH:14]=[O:15])[C:2]1[CH:7]=[CH:6][CH:5]=[CH:4][CH:3]=1.[C:25]1([Mg]Br)[CH:30]=[CH:29][CH:28]=[CH:27][CH:26]=1.[Cl-].[NH4+].Cl>C(OCC)(=O)C.O1CCCC1>[CH2:1]([O:8][C:9]1[C:10]([O:23][CH3:24])=[CH:11][C:12]([C:17]2[N:21]=[C:20]([CH3:22])[O:19][N:18]=2)=[C:13]([CH:14]([C:25]2[CH:30]=[CH:29][CH:28]=[CH:27][CH:26]=2)[OH:15])[CH:16]=1)[C:2]1[CH:3]=[CH:4][CH:5]=[CH:6][CH:7]=1 |f:2.3|. Procedure details: To a mixture of 5-benzyloxy-4-methoxy-2-(5-methyl-[1,2,4]oxadiazol-3-yl)benzaldehyde (reference example 15-1) (450 mg) and tetrahydrofuran (5.6 mL) was added dropwise phenylmagnesium bromide (1.08 mol/L tetrahydrofuran solution, 1.4 mL) in an ice salt bath. After stirring at the same temperature for 30 minutes, an aqueous solution of ammonium chloride, 2 mol/L hydrochloric acid and ethyl acetate were added to the mixture. The separated organic layer was dried over anhydrous magnesium sulfate, an... The reactants are BrC1=CC=C(C=C1)C(C)O ((±)-1-(4-bromophenyl)ethanol), CC(=O)C1=CC=C(C=C1)Br (4-bromoacetophenone), BrC1=CC=C(C=C1)[C@@H](C)O ((R)-1-(4-bromophenyl)ethanol). Conditions: time 8 day. The product is BrC1=CC=C(C=C1)[C@H](C)O ((S)-1-(4-bromophenyl)ethanol). Isolated yield 57.0%. Reaction SMILES: [Br:1][C:2]1[CH:7]=[CH:6][C:5]([CH:8]([OH:10])[CH3:9])=[CH:4][CH:3]=1.CC(C1C=CC(Br)=CC=1)=O.BrC1C=CC([C@H](O)C)=CC=1>>[Br:1][C:2]1[CH:7]=[CH:6][C:5]([C@@H:8]([OH:10])[CH3:9])=[CH:4][CH:3]=1. Reported procedure: As shown here, the biochemical conversion reaction of immobilized green pea protein for the substrate (±)-1-(4-bromophenyl)ethanol (200 mg) requires 8 days by going through bioconversion to 4-bromoacetophenone accompanying sterically selective oxidation of (R)-1-(4-bromophenyl)ethanol to obtain 114 mg of (S)-1-(4-bromophenyl)ethanol at a yield of 57%. Optical purity was obtained at 88% e.e. The reaction course and time at completion of reaction were determined by GC using the Hitachi Model G-350...